From a dataset of the Open Reaction Database (ORD), a public repository of structured organic reaction records. describe an organic reaction: reactants, conditions, products, and yield Starting materials: C1(CC1)NC(=O)C1C(N=C(O1)C)CCC (N-Cyclopropyl-2-methyl-4-propyl-4,5-dihydro-1,3-oxazole-5-carboxamide), Cl (hydrochloric acid). Run in CO (methanol). Run at time 14 hour. Yields the product Cl.C1(CC1)NC([C@H]([C@H](CCC)N)O)=O ((2S,3S)-3-amino-2-hydroxy-hexanoic cyclopropylamide hydrochloride). Isolated yield 26.9%. As a reaction SMILES: [CH:1]1([NH:4][C:5]([CH:7]2[O:11]C(C)=[N:9][CH:8]2[CH2:13][CH2:14][CH3:15])=[O:6])[CH2:3][CH2:2]1.[ClH:16]>CO>[ClH:16].[CH:1]1([NH:4][C:5](=[O:6])[C@@H:7]([OH:11])[C@@H:8]([NH2:9])[CH2:13][CH2:14][CH3:15])[CH2:3][CH2:2]1 |f:3.4|. Procedure details: N-Cyclopropyl-2-methyl-4-propyl-4,5-dihydro-1,3-oxazole-5-carboxamide (0.10 g, 0.5 mmol), methanol (4 ml) and concentrated hydrochloric acid (0.5 ml, 5.5 mmol) were mixed, and the mixture was stirred at room temperature for 14 hours. The solvent was evaporated away under reduced pressure. Isopropanol (4 ml) was added to the obtained solid, and the mixture was stirred at room temperature for 10 minutes. The crystal was collected by filtration, and was dried under reduced pressure to obtain the ti... Starting materials: ClC1=NC=C(C(=N1)N[C@@H](C(C)(C)C)CC=C)F ((R)-2-chloro-N-(2,2-dimethylhex-5-en-3-yl)-5-fluoropyrimidin-4-amine), ClC1=NC=C(C(=N1)N[C@@H](C(C)(C)C)CC=C)F ((R)-2-chloro-N-(2,2-dimethylhex-5-en-3-yl)-5-fluoropyrimidin-4-amine), C[N+]1(CCOCC1)[O-] (4-methylmorpholine-4-oxide), O (H2O). Reagents/catalysts: [Os](=O)(=O)(=O)=O (osmium tetraoxide). The solvent is C1CCOC1 (THF), [O-]S(=O)(=S)[O-].[Na+].[Na+] (Na2S2O3). Reaction conditions: time 2.5 hour. The product is 189a, ClC1=NC=C(C(=N1)N[C@H](CC(CO)O)C(C)(C)C)F ((4R)-4-((2-chloro-5-fluoropyrimidin-4-yl)amino)-5,5-dimethylhexane-1,2-diol). As a reaction SMILES: [Cl:1][C:2]1[N:7]=[C:6]([NH:8][C@H:9]([CH2:14][CH:15]=[CH2:16])[C:10]([CH3:13])([CH3:12])[CH3:11])[C:5]([F:17])=[CH:4][N:3]=1.C[N+]1([O-])CC[O:22]CC1.[OH2:26]>C1COCC1.[O-]S([O-])(=S)=O.[Na+].[Na+].[Os](=O)(=O)(=O)=O>[Cl:1][C:2]1[N:7]=[C:6]([NH:8][C@@H:9]([C:10]([CH3:11])([CH3:12])[CH3:13])[CH2:14][CH:15]([OH:22])[CH2:16][OH:26])[C:5]([F:17])=[CH:4][N:3]=1 |f:4.5.6|. Reported procedure: To a solution of (R)-2-chloro-N-(2,2-dimethylhex-5-en-3-yl)-5-fluoropyrimidin-4-amine, 188a, (0.140 g, 0.543 mmol) in THF (10 mL) and H2O (10 mL) was added osmium tetraoxide (0.138 g, 0.014 mmol) and 4-methylmorpholine-4-oxide (0.085 mL, 0.815 mmol). The reaction mixture was stirred at room temperature for 2.5 hours. The mixture was diluted with aqueous saturated Na2S2O3. The resulting mixture was stirred for 20 minutes and extracted with EtOAc. The organic phase was dried over MgSO4, filtered a... Reactants: CCCCP(CCCC)CCCC, Cc1nccn1-c1nc(-c2ccc(Cl)cc2)c(CCCO)o1, O=C(N=NC(=O)N1CCCCC1)N1CCCCC1, C1CCOC1, COC(=O)Cc1ccc(O)cc1. Product: COC(=O)Cc1ccc(OCCCc2oc(-n3ccnc3C)nc2-c2ccc(Cl)cc2)cc1. As a reaction SMILES: [CH2:35]([P:36]([CH2:37][CH2:38][CH2:39][CH3:40])[CH2:41][CH2:42][CH2:43][CH3:44])[CH2:45][CH2:46][CH3:47].[Cl:1][c:2]1[cH:3][cH:4][c:5](-[c:8]2[n:9][c:10](-[n:17]3[c:18]([CH3:22])[n:19][cH:20][cH:21]3)[o:11][c:12]2[CH2:13][CH2:14][CH2:15][OH:16])[cH:6][cH:7]1.[N:48]([C:49]([N:50]1[CH2:51][CH2:52][CH2:53][CH2:54][CH2:55]1)=[O:56])=[N:57][C:58]([N:59]1[CH2:60][CH2:61][CH2:62][CH2:63][CH2:64]1)=[O:65].[O:66]1[CH2:67][CH2:68][CH2:69][CH2:70]1.[OH:23][c:24]1[cH:25][cH:26][c:27]([CH2:30][C:31](=[O:32])[O:33][CH3:34])[cH:28][cH:29]1>>[Cl:1][c:2]1[cH:3][cH:4][c:5](-[c:8]2[n:9][c:10](-[n:17]3[c:18]([CH3:22])[n:19][cH:20][cH:21]3)[o:11][c:12]2[CH2:13][CH2:14][CH2:15][O:16][c:24]2[cH:25][cH:26][c:27]([CH2:30][C:31](=[O:32])[O:33][CH3:34])[cH:28][cH:29]2)[cH:6][cH:7]1. Reactants: NC=1SC=C(N1)C(C(=O)OCC)=O (ethyl 2-(2-amino-1,3-thiazol-4-yl)glyoxylate), N=C1SC=C(N1)C(C(=O)OCC)=O (ethyl 2-(2-imino-2,3-dihydro-1,3-thiazol-4-yl)glyoxylate), CN=C=S (methyl isothiocyanate). Run in C(C)OCC (diethyl ether). Reaction conditions: time 5 hour. The product is CNC(NC=1SC=C(N1)C(C(=O)OCC)=O)=S (ethyl 2-[2-[3-(methyl)thioureido]-1,3-thiazol-4-yl]glyoxylate). As a reaction SMILES: [NH2:1][C:2]1[S:3][CH:4]=[C:5]([C:7](=[O:13])[C:8]([O:10][CH2:11][CH3:12])=[O:9])[N:6]=1.[CH3:14][N:15]=[C:16]=[S:17]>C(OCC)C>[CH3:14][NH:15][C:16](=[S:17])[NH:1][C:2]1[S:3][CH:4]=[C:5]([C:7](=[O:13])[C:8]([O:10][CH2:11][CH3:12])=[O:9])[N:6]=1. Reported procedure: A mixture of ethyl 2-(2-amino-1,3-thiazol-4-yl)glyoxylate, which can be represented as ethyl 2-(2-imino-2,3-dihydro-1,3-thiazol-4-yl)glyoxylate, (20 g.) and methyl isothiocyanate (73 g.) was stirred for 5 hours at 90° to 95° C. After the reaction, to the reaction mixture was added diethyl ether. The precipitates were collected by filtration, washed with diethyl ether and then dried to give ethyl 2-[2-[3-(methyl)thioureido]-1,3-thiazol-4-yl]glyoxylate, which can be represented as ethyl 2-[2-[3-(m... Reactants: NC1=C(C(=O)O)C=C(C=C1)OC (2-amino-5-methoxybenzoic acid), OC1=NC(=NC2=CC=C(C=C12)C=CC(=O)OC)C=1C=NC=CC1 (methyl 3-(4-hydroxy-2-(pyridin-3-yl)quinazolin-6-yl)acrylate). The product is OC1=NC(=NC2=CC=C(C=C12)CCC(=O)OC)C=1C=NC=CC1 (Methyl 3-(4-hydroxy-2-(pyridin-3-yl)quinazolin-6-yl)propanoate). RXN SMILES: NC1C=CC(OC)=CC=1C(O)=O.[OH:13][C:14]1[C:23]2[C:18](=[CH:19][CH:20]=[C:21]([CH:24]=[CH:25][C:26]([O:28][CH3:29])=[O:27])[CH:22]=2)[N:17]=[C:16]([C:30]2[CH:31]=[N:32][CH:33]=[CH:34][CH:35]=2)[N:15]=1>>[OH:13][C:14]1[C:23]2[C:18](=[CH:19][CH:20]=[C:21]([CH2:24][CH2:25][C:26]([O:28][CH3:29])=[O:27])[CH:22]=2)[N:17]=[C:16]([C:30]2[CH:31]=[N:32][CH:33]=[CH:34][CH:35]=2)[N:15]=1. Procedure: Methyl 3-(4-hydroxy-2-(pyridin-3-yl)quinazolin-6-yl)propanoate was prepared in a manner analogous to that described for 2-amino-5-methoxybenzoic acid in Method K, replacing 5-methoxy-2-nitrobenzoic acid with methyl 3-(4-hydroxy-2-(pyridin-3-yl)quinazolin-6-yl)acrylate to afford 1.40 g of xxvii-a in quantitative yield as a yellow solid. LCMS m/z=310.0 (M+1) (Method B) (retention time=1.42 min). The reactants are ClC1=CC=C(C=C1)C(C(C)(N)C1=CC=C(C=C1)Cl)N (rac-(1R*,2S*)-1,2-bis-(4-chloro-phenyl)-propane-1,2-diamine), COC(C1=C(C=C(C=C1)C(C)(C)C)OCC)=O (4-tert-butyl-2-ethoxy-benzoic acid methyl ester), C[Al](C)C (trimethylaluminum). The product is C(C)(C)(C)C1=CC(=C(C=C1)C=1N[C@@H]([C@](N1)(C)C1=CC=C(C=C1)Cl)C1=CC=C(C=C1)Cl)OCC ((4S,5R)-2-(4-tert-Butyl-2-ethoxy-phenyl)-4,5-bis-(4-chloro-phenyl)-4-methyl-4,5-dihydro-1H-imidazole). Reaction SMILES: [Cl:1][C:2]1[CH:7]=[CH:6][C:5]([CH:8]([NH2:19])[C:9]([C:12]2[CH:17]=[CH:16][C:15]([Cl:18])=[CH:14][CH:13]=2)([NH2:11])[CH3:10])=[CH:4][CH:3]=1.CO[C:22](=O)[C:23]1[CH:28]=[CH:27][C:26]([C:29]([CH3:32])([CH3:31])[CH3:30])=[CH:25][C:24]=1[O:33][CH2:34][CH3:35].C[Al](C)C>>[C:29]([C:26]1[CH:27]=[CH:28][C:23]([C:22]2[NH:19][C@H:8]([C:5]3[CH:6]=[CH:7][C:2]([Cl:1])=[CH:3][CH:4]=3)[C@@:9]([C:12]3[CH:13]=[CH:14][C:15]([Cl:18])=[CH:16][CH:17]=3)([CH3:10])[N:11]=2)=[C:24]([O:33][CH2:34][CH3:35])[CH:25]=1)([CH3:32])([CH3:30])[CH3:31]. Reported procedure: In a manner analogous to the method described in example 2, rac-(1R*,2S*)-1,2-bis-(4-chloro-phenyl)-propane-1,2-diamine was reacted with 4-tert-butyl-2-ethoxy-benzoic acid methyl ester (prepared as described in Fotouhi, N. et al. WO 2005110996) in the presence of trimethylaluminum to give the title compound as a racemic mixture. Starting materials: O (Water), ClC(COC(NC1=C(C(=NO1)C)C)=O)(Cl)Cl (2,2,2-trichloroethyl(3,4-dimethylisoxazol-5-yl)carbamate), S1C=C(C=C1)C=1C=C(C=CC1)N1CCNCC1 (1-[3-(3-thienyl)phenyl]piperazine), C(C)(C)N(CC)C(C)C (diisopropylethylamine). Solvent: CS(=O)C (dimethylsulfoxide). Product: CC1=NOC(=C1C)NC(=O)N1CCN(CC1)C1=CC(=CC=C1)C1=CSC=C1 (N-(3,4-Dimethylisoxazol-5-yl)-4-[3-(3-thienyl)phenyl]piperazine-1-carboxamide). Yield: 19.6%. RXN SMILES: ClC(Cl)(Cl)CO[C:5](=[O:14])[NH:6][C:7]1[O:11][N:10]=[C:9]([CH3:12])[C:8]=1[CH3:13].[S:17]1[CH:21]=[CH:20][C:19]([C:22]2[CH:23]=[C:24]([N:28]3[CH2:33][CH2:32][NH:31][CH2:30][CH2:29]3)[CH:25]=[CH:26][CH:27]=2)=[CH:18]1.C(N(C(C)C)CC)(C)C.O>CS(C)=O>[CH3:12][C:9]1[C:8]([CH3:13])=[C:7]([NH:6][C:5]([N:31]2[CH2:32][CH2:33][N:28]([C:24]3[CH:25]=[CH:26][CH:27]=[C:22]([C:19]4[CH:20]=[CH:21][S:17][CH:18]=4)[CH:23]=3)[CH2:29][CH2:30]2)=[O:14])[O:11][N:10]=1. Procedure: A mixed solution of 2,2,2-trichloroethyl(3,4-dimethylisoxazol-5-yl)carbamate (129 mg, 0.450 mmol), 1-[3-(3-thienyl)phenyl]piperazine (100 mg, 0.409 mmol) and diisopropylethylamine (0.143 ml, 0.818 mmol) in dimethylsulfoxide (1.5 ml) was stirred at 70° C. for 15 hours. Water was poured into the reaction solution, and extracted with ethyl acetate. The extract was washed with water, dried over anhydrous magnesium sulfate, and the solvent was distilled away under reduce pressure. The residue was pur... The reactants are CC12CCC(C3(OC4=C(C31C)C=C(C=C4)C(COC4=CC=C(C(=O)OCC3=CC=CC=C3)C=C4)=O)C)C2 (benzyl 4-[2-(1,2,3,4-tetrahydro-1,4a,9b-trimethyl-1,4-methanodibenzofuran-8-yl)-2-oxoethoxy]benzoate), [H][H] (hydrogen). The reagents and catalysts are [Pd] (palladium). Run in O1CCOCC1 (dioxane). The product is CC12CCC(C3(OC4=C(C31C)C=C(C=C4)C(COC4=CC=C(C(=O)O)C=C4)=O)C)C2 (4-[2-(1,2,3,4-tetrahydro-1,4a,9b-trimethyl-1,4-methanodibenzofuran-8-yl)-2-oxoethoxy]benzoic acid). Yield: 73.5%. RXN SMILES: [CH3:1][C:2]12[CH2:37][CH:5]([C:6]3([CH3:36])[C:10]1([CH3:11])[C:9]1[CH:12]=[C:13]([C:16](=[O:35])[CH2:17][O:18][C:19]4[CH:34]=[CH:33][C:22]([C:23]([O:25]CC5C=CC=CC=5)=[O:24])=[CH:21][CH:20]=4)[CH:14]=[CH:15][C:8]=1[O:7]3)[CH2:4][CH2:3]2.[H][H]>O1CCOCC1.[Pd]>[CH3:1][C:2]12[CH2:37][CH:5]([C:6]3([CH3:36])[C:10]1([CH3:11])[C:9]1[CH:12]=[C:13]([C:16](=[O:35])[CH2:17][O:18][C:19]4[CH:20]=[CH:21][C:22]([C:23]([OH:25])=[O:24])=[CH:33][CH:34]=4)[CH:14]=[CH:15][C:8]=1[O:7]3)[CH2:4][CH2:3]2. Procedure: 4.41 g (8.8 mmol) of the benzyl ester obtained in step (a) in 70 ml of dioxane were hydrogenated in the presence of 132 mg of palladium (10%) on charcoal at 60° C. at a hydrogen pressure of 7 bars for 8 hours. After filtration of the reaction medium through Celite and evaporation, the residue was chromatographed on silica in the eluent CH2Cl2 /ethyl ether (95:5). After the product was converted into a paste in hexane, 2.63 g (73%) of the expected compound, melting at 187.5° C., were isolated.